Dataset: the Open Reaction Database (ORD), a public repository of structured organic reaction records. Task: describe an organic reaction: reactants, conditions, products, and yield Starting materials: CC(=O)OCC(NC(=O)C(CC(C)C)NC(=O)OCc1ccccc1)C(OC(C)=O)C(OC(C)=O)C(OC(C)=O)C(=O)OC(c1ccccc1)c1ccccc1, O=C(O)C(F)(F)F. Yields the product CC(=O)OCC(NC(=O)C(CC(C)C)NC(=O)OCc1ccccc1)C(OC(C)=O)C(OC(C)=O)C(OC(C)=O)C(=O)O. As a reaction SMILES: [C:1]([CH3:2])(=[O:3])[O:4][CH:5]([C:6](=[O:7])[O:8][CH:9]([c:10]1[cH:11][cH:12][cH:13][cH:14][cH:15]1)[c:16]1[cH:17][cH:18][cH:19][cH:20][cH:21]1)[CH:22]([CH:23]([CH:24]([CH2:25][O:26][C:27]([CH3:28])=[O:29])[NH:30][C:31]([CH:32]([NH:33][C:34](=[O:35])[O:36][CH2:37][c:38]1[cH:39][cH:40][cH:41][cH:42][cH:43]1)[CH2:44][CH:45]([CH3:46])[CH3:47])=[O:48])[O:49][C:50]([CH3:51])=[O:52])[O:53][C:54]([CH3:55])=[O:56].[OH:57][C:58]([C:59]([F:60])([F:61])[F:62])=[O:63]>>[C:1]([CH3:2])(=[O:3])[O:4][CH:5]([C:6](=[O:7])[OH:8])[CH:22]([CH:23]([CH:24]([CH2:25][O:26][C:27]([CH3:28])=[O:29])[NH:30][C:31]([CH:32]([NH:33][C:34](=[O:35])[O:36][CH2:37][c:38]1[cH:39][cH:40][cH:41][cH:42][cH:43]1)[CH2:44][CH:45]([CH3:46])[CH3:47])=[O:48])[O:49][C:50]([CH3:51])=[O:52])[O:53][C:54]([CH3:55])=[O:56]. The reactants are C[Si](C)(C)CCOCn1nc(I)c2cc(Br)ccc21, C1COCCO1, [K+], [K+], [K+], CCOC(=O)c1ccc2c(c1)nc(N)n2C1CCC(O[Si](C)(C)C(C)(C)C)CC1, O=C(C=Cc1ccccc1)C=Cc1ccccc1, O=C(C=Cc1ccccc1)C=Cc1ccccc1, O=C(C=Cc1ccccc1)C=Cc1ccccc1, O=P([O-])([O-])[O-], [Pd], [Pd]. Yields the product CCOC(=O)c1ccc2c(c1)nc(Nc1nn(COCC[Si](C)(C)C)c3ccc(Br)cc13)n2C1CCC(O[Si](C)(C)C(C)(C)C)CC1. Reaction SMILES: [Br:30][c:31]1[cH:32][c:33]2[c:34]([I:48])[n:35][n:36]([CH2:40][O:41][CH2:42][CH2:43][Si:44]([CH3:45])([CH3:46])[CH3:47])[c:37]2[cH:38][cH:39]1.[CH2:49]1[O:50][CH2:51][CH2:52][O:53][CH2:54]1.[K+:60].[K+:61].[K+:62].[NH2:1][c:2]1[n:3][c:4]2[c:5]([n:6]1[CH:7]1[CH2:8][CH2:9][CH:10]([O:13][Si:14]([CH3:15])([CH3:16])[C:17]([CH3:18])([CH3:19])[CH3:20])[CH2:11][CH2:12]1)[cH:21][cH:22][c:23]([C:25](=[O:26])[O:27][CH2:28][CH3:29])[cH:24]2.[O:101]=[C:102]([CH:103]=[CH:104][c:105]1[cH:106][cH:107][cH:108][cH:109][cH:110]1)[CH:111]=[CH:112][c:113]1[cH:114][cH:115][cH:116][cH:117][cH:118]1.[O:65]=[C:66]([CH:67]=[CH:68][c:69]1[cH:70][cH:71][cH:72][cH:73][cH:74]1)[CH:75]=[CH:76][c:77]1[cH:78][cH:79][cH:80][cH:81][cH:82]1.[O:83]=[C:84]([CH:85]=[CH:86][c:87]1[cH:88][cH:89][cH:90][cH:91][cH:92]1)[CH:93]=[CH:94][c:95]1[cH:96][cH:97][cH:98][cH:99][cH:100]1.[P:55]([O-:56])([O-:57])([O-:58])=[O:59].[Pd:63].[Pd:64]>>[NH:1]([c:2]1[n:3][c:4]2[c:5]([n:6]1[CH:7]1[CH2:8][CH2:9][CH:10]([O:13][Si:14]([CH3:15])([CH3:16])[C:17]([CH3:18])([CH3:19])[CH3:20])[CH2:11][CH2:12]1)[cH:21][cH:22][c:23]([C:25](=[O:26])[O:27][CH2:28][CH3:29])[cH:24]2)[c:34]1[c:33]2[cH:32][c:31]([Br:30])[cH:39][cH:38][c:37]2[n:36]([CH2:40][O:41][CH2:42][CH2:43][Si:44]([CH3:45])([CH3:46])[CH3:47])[n:35]1. Reactants: C(Cl)Cl (DCM), C(=O)([O-])[O-].[K+].[K+] (K2CO3), BrC1=CC(=C(CN2C(=NC3=C2C=C(C=C3)OCC3=NC=C(C=C3F)C)[C@@H]3[C@@H](CCCC3)C(=O)O)C(=C1)F)F (racemic cis-2-{1-(4-bromo-2,6-difluorobenzyl)-6-[(3-fluoro-5-methylpyridin-2-yl)methoxy]-1H-benzimidazol-2-yl}cyclohexanecarboxylic acid), FC(C1=CC=C(C=C1)B(O)O)(F)F ((4-(trifluoromethyl)phenyl)boronic acid). Reagents/catalysts: C1=CC=C(C=C1)P([C-]2C=CC=C2)C3=CC=CC=C3.C1=CC=C(C=C1)P([C-]2C=CC=C2)C3=CC=CC=C3.Cl[Pd]Cl.[Fe+2] (Pd(dppf)Cl2). Solvent: CCO (EtOH), C1(=CC=CC=C1)C (toluene). Run at temperature 110 celsius. Product: FC=1C=C(C=C(C1CN1C(=NC2=C1C=C(C=C2)OCC2=NC=C(C=C2F)C)[C@@H]2[C@@H](CCCC2)C(=O)O)F)C2=CC=C(C=C2)C(F)(F)F (racemic cis-2-(1-((3,5-difluoro-4′-(trifluoromethyl)-[1,1′-biphenyl]-4-yl)methyl)-6-((3-fluoro-5-methylpyridin-2-yl)methoxy)-1H-benzo[d]imidazol-2-yl)cyclohexanecarboxylic acid). Reaction SMILES: Br[C:2]1[CH:36]=[C:35]([F:37])[C:5]([CH2:6][N:7]2[C:11]3[CH:12]=[C:13]([O:16][CH2:17][C:18]4[C:23]([F:24])=[CH:22][C:21]([CH3:25])=[CH:20][N:19]=4)[CH:14]=[CH:15][C:10]=3[N:9]=[C:8]2[C@H:26]2[CH2:31][CH2:30][CH2:29][CH2:28][C@H:27]2[C:32]([OH:34])=[O:33])=[C:4]([F:38])[CH:3]=1.C(Cl)Cl.[F:42][C:43]([F:54])([F:53])[C:44]1[CH:49]=[CH:48][C:47](B(O)O)=[CH:46][CH:45]=1.C([O-])([O-])=O.[K+].[K+]>C1C=CC(P(C2C=CC=CC=2)[C-]2C=CC=C2)=CC=1.C1C=CC(P(C2C=CC=CC=2)[C-]2C=CC=C2)=CC=1.Cl[Pd]Cl.[Fe+2].C1(C)C=CC=CC=1.CCO>[F:38][C:4]1[CH:3]=[C:2]([C:47]2[CH:48]=[CH:49][C:44]([C:43]([F:54])([F:53])[F:42])=[CH:45][CH:46]=2)[CH:36]=[C:35]([F:37])[C:5]=1[CH2:6][N:7]1[C:11]2[CH:12]=[C:13]([O:16][CH2:17][C:18]3[C:23]([F:24])=[CH:22][C:21]([CH3:25])=[CH:20][N:19]=3)[CH:14]=[CH:15][C:10]=2[N:9]=[C:8]1[C@H:26]1[CH2:31][CH2:30][CH2:29][CH2:28][C@H:27]1[C:32]([OH:34])=[O:33] |f:3.4.5,6.7.8.9|. Procedure: To a 5 mL microwave vial were added racemic cis-2-{1-(4-bromo-2,6-difluorobenzyl)-6-[(3-fluoro-5-methylpyridin-2-yl)methoxy]-1H-benzimidazol-2-yl}cyclohexanecarboxylic acid (40 mg, 0.07 mmol), Pd(dppf)Cl2.DCM (5.0 mg, 0.007 mmol), (4-(trifluoromethyl)phenyl)boronic acid (18 mg, 0.010 mmol), K2CO3 (0.2 mL, 1M in H2O), EtOH (0.67 mL) and toluene (0.3 mL). The mixture was heated at 110° Celsius for 1 h, cooled to RT, concentrated to dryness and purified using FCC to provide the title compound. MS (... Product: FC(C=1C=C(COCC2=CC=C(C(=C2)C2=NC=CC=N2)OC)C=CC1)(F)F (5-pyrimidyl-4-methoxyphenylcarbinol 3-trifluoromethylbenzylether). The reactants are FC(C=1C=C(CCl)C=CC1)(F)F (3-trifluoromethylbenzylchloride), N1=C(N=CC=C1)C=1C(=CC=C(C1)CO)OC (5-pyrimidyl-4-methoxyphenylcarbinol), O1CCCC1 (tetrahydrofuran), [H-].[Na+] (sodium hydride). Reaction SMILES: [N:1]1[CH:6]=[CH:5][CH:4]=[N:3][C:2]=1[C:7]1[C:8]([O:15][CH3:16])=[CH:9][CH:10]=[C:11]([CH2:13][OH:14])[CH:12]=1.O1CCCC1.[H-].[Na+].[F:24][C:25]([F:35])([F:34])[C:26]1[CH:27]=[C:28]([CH:31]=[CH:32][CH:33]=1)[CH2:29]Cl>O>[F:24][C:25]([F:34])([F:35])[C:26]1[CH:27]=[C:28]([CH:31]=[CH:32][CH:33]=1)[CH2:29][O:14][CH2:13][C:11]1[CH:12]=[C:7]([C:2]2[N:3]=[CH:4][CH:5]=[CH:6][N:1]=2)[C:8]([O:15][CH3:16])=[CH:9][CH:10]=1 |f:2.3|. The solvent is O (water). Reported procedure: To a 250 ml single neck round bottom flask equipped with a reflux condensor and an argon inlet was added 3.24 gm of the 5-pyrimidyl-4-methoxyphenylcarbinol and 70 ml of anhydrous tetrahydrofuran. The system was cooled to 0° C. and after cooling 0.45 gm of sodium hydride was added. The system was stirred for an additional 20 minutes and 2.8 ml of 3-trifluoromethylbenzylchloride added. The system was allowed to come to room temperature and was then heated to reflux for 20 hours at this time, water... Run at temperature 0 celsius, time 20 minute. The reactants are BrC=1C(=NC=C(C1)N1C(C2=CC=CC=C2C1=O)=O)[C@H](CC1=CC(=CC(=C1)F)F)N[S@@](=O)C(C)(C)C ((S)—N—((S)-1-(3-bromo-5-(1,3-dioxoisoindolin-2-yl)pyridin-2-yl)-2-(3,5-difluorophenyl)ethyl)-2-methylpropane-2-sulfinamide), BrC=1C(=NC(=CC1)Br)\C=N/[S@@](=O)C(C)(C)C ((S,Z)—N-((3,6-dibromopyridin-2-yl)methylene)-2-methylpropane-2-sulfinamide). Product: BrC=1C(=NC(=CC1)Br)[C@H](CC1=CC(=CC(=C1)F)F)N[S@@](=O)C(C)(C)C ((S)—N—((S)-1-(3,6-dibromopyridin-2-yl)-2-(3,5-difluorophenyl)ethyl)-2-methylpropane-2-sulfinamide). As a reaction SMILES: [Br:1][C:2]1[C:3]([C@@H:19]([NH:29][S@:30]([C:32]([CH3:35])([CH3:34])[CH3:33])=[O:31])[CH2:20][C:21]2[CH:26]=[C:25]([F:27])[CH:24]=[C:23]([F:28])[CH:22]=2)=[N:4][CH:5]=[C:6](N2C(=O)C3C(=CC=CC=3)C2=O)[CH:7]=1.[Br:36]C1C(/C=N\[S@](C(C)(C)C)=O)=NC(Br)=CC=1>>[Br:1][C:2]1[C:3]([C@@H:19]([NH:29][S@:30]([C:32]([CH3:35])([CH3:34])[CH3:33])=[O:31])[CH2:20][C:21]2[CH:26]=[C:25]([F:27])[CH:24]=[C:23]([F:28])[CH:22]=2)=[N:4][C:5]([Br:36])=[CH:6][CH:7]=1. Reported procedure: The title compound (42D) was prepared according to the method presented for the synthesis of compound 30D of Example 30 utilizing 42C. MS (m/z) 496.99 [M+H]+